From a dataset of the Open Reaction Database (ORD), a public repository of structured organic reaction records. describe an organic reaction: reactants, conditions, products, and yield The reactants are C(#N)[BH3-].[Na+] (sodium cyanoborohydride), C=O (formaldehyde), C(=O)C1=CC(=CS1)C=1C=C2C(=CNC2=C(C1)C(=O)N)C1CCN(CC1)S(=O)(=O)C(C)C (5-(5-formyl-3-thienyl)-3-{1-[(1-methylethyl)sulfonyl]-4-piperidinyl}-1H-indole-7-carboxamide), C(C)SCCN ([2-(ethylthio)ethyl]amine), C(C)(=O)O[BH-](OC(C)=O)OC(C)=O.[Na+] (sodium triacetoxyborohydride). The solvent is CS(=O)C (DMSO), C(C)(=O)O (acetic acid). Run at time 8 hour. Product: C(C)S(=O)(=O)N1CCC(CC1)C1=CNC2=C(C=C(C=C12)C1=CSC(=C1)CN(C)CCSCC)C(=O)N (3-[1-(ethylsulfonyl)-4-piperidinyl]-5-(5-{[[2-(ethylthio)ethyl](methyl)amino]methyl}-3-thienyl)-1H-indole-7-carboxamide). Isolated yield 14.2%. RXN SMILES: [CH:1]([C:3]1[S:7][CH:6]=[C:5]([C:8]2[CH:9]=[C:10]3[C:14](=[C:15]([C:17]([NH2:19])=[O:18])[CH:16]=2)[NH:13][CH:12]=[C:11]3[CH:20]2[CH2:25][CH2:24][N:23]([S:26]([CH:29](C)[CH3:30])(=[O:28])=[O:27])[CH2:22][CH2:21]2)[CH:4]=1)=O.[CH2:32]([S:34][CH2:35][CH2:36][NH2:37])[CH3:33].[C:38](O[BH-](OC(=O)C)OC(=O)C)(=O)C.[Na+].C([BH3-])#N.[Na+].C=O>CS(C)=O.C(O)(=O)C>[CH2:29]([S:26]([N:23]1[CH2:22][CH2:21][CH:20]([C:11]2[C:10]3[C:14](=[C:15]([C:17]([NH2:19])=[O:18])[CH:16]=[C:8]([C:5]4[CH:4]=[C:3]([CH2:1][N:37]([CH2:36][CH2:35][S:34][CH2:32][CH3:33])[CH3:38])[S:7][CH:6]=4)[CH:9]=3)[NH:13][CH:12]=2)[CH2:25][CH2:24]1)(=[O:27])=[O:28])[CH3:30] |f:2.3,4.5|. Procedure details: To a solution of 5-(5-formyl-3-thienyl)-3-{1-[(1-methylethyl)sulfonyl]-4-piperidinyl}-1H-indole-7-carboxamide (40 mg, 0.09 mmol) in DMSO (2 mL) was added [2-(ethylthio)ethyl]amine (105 mg, 1 mmol), acetic acid (50 μL), and sodium triacetoxyborohydride (212 mg, 1.0 mmol). The resulting mixture was stirred overnight. To the mixture was added sodium cyanoborohydride (80 mg, 1.2 mmol) and stirred overnight followed by addition of formaldehyde (100 μL, 1.2 mmol). The mixture was then stirred for an a...